Dataset: the Open Reaction Database (ORD), a public repository of structured organic reaction records. Task: describe an organic reaction: reactants, conditions, products, and yield Starting materials: FC(S(=O)(=O)[O-])(F)F.C[N+]1=C2C=CC=CC2=C(C2=CC=CC=C12)C(=O)OC (methyl 10-methylacridinium-9-carboxylate trifluoromethanesulfonate). Run in CO (methanol). Product: CN1C=2C=CC=CC2C(C2=CC=CC=C12)C(=O)OC (methyl 10-methylacridan-9-carboxylate). As a reaction SMILES: FC(F)(F)S([O-])(=O)=O.[CH3:9][N+:10]1[C:23]2[C:18](=[CH:19][CH:20]=[CH:21][CH:22]=2)[C:17]([C:24]([O:26][CH3:27])=[O:25])=[C:16]2[C:11]=1[CH:12]=[CH:13][CH:14]=[CH:15]2>CO>[CH3:9][N:10]1[C:23]2[C:18](=[CH:19][CH:20]=[CH:21][CH:22]=2)[CH:17]([C:24]([O:26][CH3:27])=[O:25])[C:16]2[CH:15]=[CH:14][CH:13]=[CH:12][C:11]1=2 |f:0.1|. Reported procedure: A solution of methyl 10-methylacridinium-9-carboxylate trifluoromethanesulfonate (75), 4.25 parts, in methanol is reduced as described in Example I to give 3.2 parts of methyl 10-methylacridan-9-carboxylate and the isolated product has the following structure confirmed by NMR. Reactants: CC(C)(C)OC(=O)N1CCCC1C(=O)O, CC(C)N1CC(=O)N(C)c2cnc(Nc3cc(N)cc(S(C)(=O)=O)c3)nc21. Yields the product CC(C)N1CC(=O)N(C)c2cnc(Nc3cc(NC(=O)C4CCCN4C(=O)OC(C)(C)C)cc(S(C)(=O)=O)c3)nc21. Reaction SMILES: [C:1]([CH3:2])([CH3:3])([CH3:4])[O:5][C:6](=[O:7])[N:8]1[CH:9]([C:13](=[O:14])[OH:15])[CH2:10][CH2:11][CH2:12]1.[NH2:16][c:17]1[cH:18][c:19]([NH:27][c:28]2[n:29][c:30]3[c:35]([cH:36][n:37]2)[N:34]([CH3:38])[C:33](=[O:39])[CH2:32][N:31]3[CH:40]([CH3:41])[CH3:42])[cH:20][c:21]([S:23](=[O:24])(=[O:25])[CH3:26])[cH:22]1>>[C:1]([CH3:2])([CH3:3])([CH3:4])[O:5][C:6](=[O:7])[N:8]1[CH:9]([C:13](=[O:15])[NH:16][c:17]2[cH:18][c:19]([NH:27][c:28]3[n:29][c:30]4[c:35]([cH:36][n:37]3)[N:34]([CH3:38])[C:33](=[O:39])[CH2:32][N:31]4[CH:40]([CH3:41])[CH3:42])[cH:20][c:21]([S:23](=[O:24])(=[O:25])[CH3:26])[cH:22]2)[CH2:10][CH2:11][CH2:12]1. The reactants are Brc1csc(Br)n1, O=C([O-])[O-], C1COCCO1, [K+], [K+], CC1(C)OB(c2cc(C(N)=O)c3[nH]cc(C4CCS(=O)(=O)CC4)c3c2)OC1(C)C, c1ccc(P(c2ccccc2)(c2ccccc2)[Pd](P(c2ccccc2)(c2ccccc2)c2ccccc2)(P(c2ccccc2)(c2ccccc2)c2ccccc2)P(c2ccccc2)(c2ccccc2)c2ccccc2)cc1. Yields the product NC(=O)c1cc(-c2nc(Br)cs2)cc2c(C3CCS(=O)(=O)CC3)c[nH]c12. Reaction SMILES: [Br:1][c:2]1[s:3][cH:4][c:5]([Br:7])[n:6]1.[C:37](=[O:38])([O-:39])[O-:40].[CH2:120]1[O:121][CH2:122][CH2:123][O:124][CH2:125]1.[K+:41].[K+:42].[O:8]=[S:9]1(=[O:36])[CH2:10][CH2:11][CH:12]([c:15]2[cH:16][nH:17][c:18]3[c:19]([C:33](=[O:34])[NH2:35])[cH:20][c:21]([B:24]4[O:25][C:26]([CH3:27])([CH3:28])[C:29]([CH3:30])([CH3:31])[O:32]4)[cH:22][c:23]23)[CH2:13][CH2:14]1.[cH:43]1[cH:44][cH:45][c:46]([P:47]([Pd:48]([P:49]([c:50]2[cH:51][cH:52][cH:53][cH:54][cH:55]2)([c:56]2[cH:57][cH:58][cH:59][cH:60][cH:61]2)[c:62]2[cH:63][cH:64][cH:65][cH:66][cH:67]2)([P:68]([c:69]2[cH:70][cH:71][cH:72][cH:73][cH:74]2)([c:75]2[cH:76][cH:77][cH:78][cH:79][cH:80]2)[c:81]2[cH:82][cH:83][cH:84][cH:85][cH:86]2)[P:87]([c:88]2[cH:89][cH:90][cH:91][cH:92][cH:93]2)([c:94]2[cH:95][cH:96][cH:97][cH:98][cH:99]2)[c:100]2[cH:101][cH:102][cH:103][cH:104][cH:105]2)([c:106]2[cH:107][cH:108][cH:109][cH:110][cH:111]2)[c:112]2[cH:113][cH:114][cH:115][cH:116][cH:117]2)[cH:118][cH:119]1>>[c:2]1(-[c:21]2[cH:20][c:19]([C:33](=[O:34])[NH2:35])[c:18]3[nH:17][cH:16][c:15]([CH:12]4[CH2:11][CH2:10][S:9](=[O:8])(=[O:36])[CH2:14][CH2:13]4)[c:23]3[cH:22]2)[s:3][cH:4][c:5]([Br:7])[n:6]1.